From a dataset of the Open Reaction Database (ORD), a public repository of structured organic reaction records. describe an organic reaction: reactants, conditions, products, and yield The reactants are ClC=1C=CC=C2C=C(NC12)B1OC(C(O1)(C)C)(C)C (7-chloro-2-(4,4,5,5-tetramethyl[1,3,2]dioxaborolan-2-yl)-1H-indole), BrC=1C=CC=C2C=CNC12 (7-bromo-1H-indole). The product is BrC=1C=CC=C2C=C(NC12)B1OC(C(O1)(C)C)(C)C (7-Bromo-2-(4,4,5,5-tetramethyl[1,3,2]dioxaborolan-2-yl)-1H-indole). RXN SMILES: Cl[C:2]1[CH:3]=[CH:4][CH:5]=[C:6]2[C:10]=1[NH:9][C:8]([B:11]1[O:15][C:14]([CH3:17])([CH3:16])[C:13]([CH3:19])([CH3:18])[O:12]1)=[CH:7]2.[Br:20]C1C=CC=C2C=1NC=C2>>[Br:20][C:2]1[CH:3]=[CH:4][CH:5]=[C:6]2[C:10]=1[NH:9][C:8]([B:11]1[O:15][C:14]([CH3:17])([CH3:16])[C:13]([CH3:19])([CH3:18])[O:12]1)=[CH:7]2. Reported procedure: Prepared according to a procedure analogous to that described for 7-chloro-2-(4,4,5,5-tetramethyl[1,3,2]dioxaborolan-2-yl)-1H-indole using 7-bromo-1H-indole. Reactants: ClC(Cl)(Cl)Cl, CCOCc1ccc(CO)cc1, c1ccc(P(c2ccccc2)c2ccccc2)cc1. Reaction SMILES: [C:32]([Cl:33])([Cl:34])([Cl:35])[Cl:36].[CH2:1]([CH3:2])[O:3][CH2:4][c:5]1[cH:6][cH:7][c:8]([CH2:11][OH:12])[cH:9][cH:10]1.[c:13]1([P:14]([c:15]2[cH:16][cH:17][cH:18][cH:19][cH:20]2)[c:21]2[cH:22][cH:23][cH:24][cH:25][cH:26]2)[cH:27][cH:28][cH:29][cH:30][cH:31]1>>[CH2:1]([CH3:2])[O:3][CH2:4][c:5]1[cH:6][cH:7][c:8]([CH2:11][Cl:33])[cH:9][cH:10]1. Product: CCOCc1ccc(CCl)cc1. The reactants are tetrakis triphenylphosphine palladium, Br.BrC=1C=C(CCN)C=CC1OC (3-bromo-4-methoxyphenethylamine hydrobromide), C1(=CC=CC=C1)OB(O)O (phenyl boric acid), OO (hydrogen peroxide), C([O-])([O-])=O.[Na+].[Na+] (sodium carbonate). The solvent is C1(=CC=CC=C1)C (toluene), C(C)O (ethanol). Run at time 1 hour. Product: COC1=C(C=C(CCN)C=C1)C1=CC=CC=C1 (4-methoxy-3-phenylphenethylamine). Reaction SMILES: Br.Br[C:3]1[CH:4]=[C:5]([CH:9]=[CH:10][C:11]=1[O:12][CH3:13])[CH2:6][CH2:7][NH2:8].C(=O)([O-])[O-].[Na+].[Na+].[C:20]1(OB(O)O)[CH:25]=[CH:24][CH:23]=[CH:22][CH:21]=1.OO>C(O)C.C1(C)C=CC=CC=1>[CH3:13][O:12][C:11]1[CH:10]=[CH:9][C:5]([CH2:6][CH2:7][NH2:8])=[CH:4][C:3]=1[C:20]1[CH:25]=[CH:24][CH:23]=[CH:22][CH:21]=1 |f:0.1,2.3.4|. Reported procedure: A mixture of tetrakis triphenylphosphine palladium (7 g), 3-bromo-4-methoxyphenethylamine hydrobromide (62.2 g) and toluene (400 ml) was stirred under nitrogen with 2M aqueous sodium carbonate solution (200 ml) and then a solution of phenyl boric acid (26.8 g) in ethanol (100 ml) was added. The mixture was heated under reflux for 48 hours then cooled and treated with 30% aqueous hydrogen peroxide solution (10 ml). The mixture was stirred at ambient temperature for 1 hour. The aqueous layer was s... The solvent is CO (methanol). Procedure details: To an ice cooled solution of 8-t-butyl-1-oxaspiro(4,5)decane-3-one (44.1 g, 0.21 mmol) in methanol (300 ml) was added sodium borohydride (10.8 g, 0.285 mol) in portions. After the evolution of hydrogen ceased the cooling bath was removed and the mixture was stirred at room temperature over night. The solvent was evaporated in vacuo and the residue was taken up in toluene/diluted hydrochloric acid. The organic layer was washed twice with water (200 ml), dried (MgSO4) and evaporated in vacuo to yi... The reactants are [H][H] (hydrogen), ice, C(C)(C)(C)C1CCC2(CC(CO2)=O)CC1 (8-t-butyl-1-oxaspiro(4,5)decane-3-one), [BH4-].[Na+] (sodium borohydride). RXN SMILES: [C:1]([CH:5]1[CH2:15][CH2:14][C:8]2([O:12][CH2:11][C:10](=[O:13])[CH2:9]2)[CH2:7][CH2:6]1)([CH3:4])([CH3:3])[CH3:2].[BH4-].[Na+].[H][H]>CO>[C:1]([CH:5]1[CH2:15][CH2:14][C:8]2([O:12][CH2:11][CH:10]([OH:13])[CH2:9]2)[CH2:7][CH2:6]1)([CH3:4])([CH3:2])[CH3:3] |f:1.2|. Isolated yield 98679.1%. Yields the product C(C)(C)(C)C1CCC2(CC(CO2)O)CC1 (8-t-butyl-3-hydroxy-1-oxaspiro(4,5)decane). The product is CC1(C)OB(CCCF)OC1(C)C. Reactants: B, COCCOC, C1=CCCCC1, C[N+](C)(C)[O-], CSC, CC(C)(O)C(C)(C)O, C=CCF. Reaction SMILES: [BH3:4].[CH2:28]([CH2:29][O:30][CH3:31])[O:32][CH3:33].[CH2:5]1[CH2:6][CH:7]=[CH:8][CH2:9][CH2:10]1.[CH3:15][N+:16]([O-:17])([CH3:18])[CH3:19].[CH3:1][S:2][CH3:3].[CH3:20][C:21]([CH3:22])([C:23]([CH3:24])([OH:25])[CH3:26])[OH:27].[F:11][CH2:12][CH:13]=[CH2:14]>>[B:4]1([CH2:14][CH2:13][CH2:12][F:11])[O:25][C:23]([CH3:24])([CH3:26])[C:21]([CH3:20])([CH3:22])[O:27]1. The reactants are Cl.NO (Hyroxylamine hydrochloride), FC(C(CNC(=O)C1=NC(=C(C=C1N1C(=CC=C1C)C)C(F)(F)F)OC)O)(F)F (3-(2,5-Dimethyl-pyrrol-1-yl)-6-methoxy-5-trifluoromethyl-pyridine-2-carboxylic acid (3,3,3-trifluoro-2-hydroxy-propyl)-amide), TEA. Run in O (water), CCO (EtOH). Product: FC(C(CNC(=O)C1=NC(=C(C=C1N)C(F)(F)F)OC)O)(F)F (3-Amino-6-methoxy-5-trifluoromethyl-pyridine-2-carboxylic acid (3,3,3-trifluoro-2-hydroxy-propyl)-amide). As a reaction SMILES: [F:1][C:2]([F:29])([F:28])[CH:3]([OH:27])[CH2:4][NH:5][C:6]([C:8]1[C:13]([N:14]2C(C)=CC=C2C)=[CH:12][C:11]([C:21]([F:24])([F:23])[F:22])=[C:10]([O:25][CH3:26])[N:9]=1)=[O:7].Cl.NO>CCO.O>[F:29][C:2]([F:1])([F:28])[CH:3]([OH:27])[CH2:4][NH:5][C:6]([C:8]1[C:13]([NH2:14])=[CH:12][C:11]([C:21]([F:22])([F:24])[F:23])=[C:10]([O:25][CH3:26])[N:9]=1)=[O:7] |f:1.2|. Procedure details: 3-(2,5-Dimethyl-pyrrol-1-yl)-6-methoxy-5-trifluoromethyl-pyridine-2-carboxylic acid (3,3,3-trifluoro-2-hydroxy-propyl)-amide (350 mg, 0.823 mmol) was dissolved in EtOH (14 ml) and water (7 ml). Hyroxylamine hydrochloride (572 mg, 8.23 mmol) was added followed by TEA (167 mg, 1.646 mmol) and the mixture was heated at reflux overnight. After cooling the RT, the mixture was purified by reverse phase chromatography eluting with MeOH; water (0.1% TFA) to afford the title compound as a pale yellow sol... Isolated yield 47.5%. Run at time 30 minute. The solvent is CS(=O)C (dimethyl sulfoxide). Reported procedure: To a stirring solution of 3-(2-Furylmethyl)-7-pivaloyloxymethyl-8-methylxanthine (0.65 g, 1.8 mmol) in dimethyl sulfoxide (20 ml) was added sodium hydride in one portion. After 30 minutes, (S)-5-acetoxy-1-bromohexane (0.48 g, 2.16 mmol) was added neat. After stirring at ambient temperature for 20 hours, the reaction was quenched by addition of water (70 ml) and then extracted with ethyl acetate (3×35 ml). The combined extracts were washed with saturated aqueous sodium chloride solution (30 ml), ... RXN SMILES: [O:1]1[CH:5]=[CH:4][CH:3]=[C:2]1[CH2:6][N:7]1[C:15]2[N:14]=[C:13]([CH3:16])[N:12]([CH2:17][O:18][C:19](=[O:24])[C:20]([CH3:23])([CH3:22])[CH3:21])[C:11]=2[C:10](=[O:25])[NH:9][C:8]1=[O:26].[H-].[Na+].[C:29]([O:32][C@@H:33]([CH3:39])[CH2:34][CH2:35][CH2:36][CH2:37]Br)(=[O:31])[CH3:30].C(OCC)(=O)C>CS(C)=O>[C:29]([O:32][C@@H:33]([CH3:39])[CH2:34][CH2:35][CH2:36][CH2:37][N:9]1[C:10](=[O:25])[C:11]2[N:12]([CH2:17][O:18][C:19](=[O:24])[C:20]([CH3:22])([CH3:23])[CH3:21])[C:13]([CH3:16])=[N:14][C:15]=2[N:7]([CH2:6][C:2]2[O:1][CH:5]=[CH:4][CH:3]=2)[C:8]1=[O:26])(=[O:31])[CH3:30] |f:1.2|. Yields the product C(C)(=O)O[C@H](CCCCN1C(=O)N(C=2N=C(N(C2C1=O)COC(C(C)(C)C)=O)C)CC=1OC=CC1)C ((S)-1-(5-Acetoxyhexyl)-3-(2-furylmethyl)-7-pivaloyloxymethyl-8-methylxanthine). Reactants: O1C(=CC=C1)CN1C(NC(C=2N(C(=NC12)C)COC(C(C)(C)C)=O)=O)=O (3-(2-Furylmethyl)-7-pivaloyloxymethyl-8-methylxanthine), [H-].[Na+] (sodium hydride), C(C)(=O)O[C@H](CCCCBr)C ((S)-5-acetoxy-1-bromohexane), C(C)(=O)OCC (ethyl acetate).